From a dataset of the Open Reaction Database (ORD), a public repository of structured organic reaction records. describe an organic reaction: reactants, conditions, products, and yield Reactants: BrC=1C=C(C=2C=NN(C2C1)C1CCCC1)C(=O)OC (methyl 6-bromo-1-cyclopentyl-1H-indazole-4-carboxylate), OC1=CC=C(C=C1)B(O)O ((4-hydroxyphenyl)-boronic acid), CO (MeOH), C(=O)([O-])[O-].[Na+].[Na+] (Na2CO3). The reagents and catalysts are C=1C=CC(=CC1)[P](C=2C=CC=CC2)(C=3C=CC=CC3)[Pd]([P](C=4C=CC=CC4)(C=5C=CC=CC5)C=6C=CC=CC6)([P](C=7C=CC=CC7)(C=8C=CC=CC8)C=9C=CC=CC9)[P](C=1C=CC=CC1)(C=1C=CC=CC1)C=1C=CC=CC1 (Pd(PPh3)4). The solvent is O1CCOCC1 (1,4-dioxane), C(Cl)Cl (DCM). Run at temperature 100 celsius, time 2 hour. Product: C1(CCCC1)N1N=CC=2C(=CC(=CC12)C1=CC=C(C=C1)O)C(=O)OC (methyl 1-cyclopentyl-6-(4-hydroxyphenyl)-1H-indazole-4-carboxylate). The yield is 71.1%. Reaction SMILES: Br[C:2]1[CH:3]=[C:4]([C:16]([O:18][CH3:19])=[O:17])[C:5]2[CH:6]=[N:7][N:8]([CH:11]3[CH2:15][CH2:14][CH2:13][CH2:12]3)[C:9]=2[CH:10]=1.[OH:20][C:21]1[CH:26]=[CH:25][C:24](B(O)O)=[CH:23][CH:22]=1.C([O-])([O-])=O.[Na+].[Na+].CO>O1CCOCC1.C(Cl)Cl.C1C=CC([P]([Pd]([P](C2C=CC=CC=2)(C2C=CC=CC=2)C2C=CC=CC=2)([P](C2C=CC=CC=2)(C2C=CC=CC=2)C2C=CC=CC=2)[P](C2C=CC=CC=2)(C2C=CC=CC=2)C2C=CC=CC=2)(C2C=CC=CC=2)C2C=CC=CC=2)=CC=1>[CH:11]1([N:8]2[C:9]3[CH:10]=[C:2]([C:24]4[CH:25]=[CH:26][C:21]([OH:20])=[CH:22][CH:23]=4)[CH:3]=[C:4]([C:16]([O:18][CH3:19])=[O:17])[C:5]=3[CH:6]=[N:7]2)[CH2:15][CH2:14][CH2:13][CH2:12]1 |f:2.3.4,^1:50,52,71,90|. Reported procedure: A solution of methyl 6-bromo-1-cyclopentyl-1H-indazole-4-carboxylate (1.5 g, 4.6 mmol), (4-hydroxyphenyl)-boronic acid (0.768 g, 5.56 mmol) and Pd(PPh3)4 (0.536 g, 0.464 mmol) in 1,4-dioxane (15 mL) was purged with argon for 10 min. Then, 2 M Na2CO3 solution (1.77 g, 16.7 mmol) was added to it and again argon was purged through it for 10 min. The reaction mixture was stirred at 100° C. for 2 h. After completion of the reaction, water was added to it and extraction was carried out using 5% MeOH i... The reactants are C1CCOC1, COC(=O)CCCCCCC(=O)NOC(C)OCC(C)C, [Li+], [OH-], O. Product: CC(C)COC(C)ONC(=O)CCCCCCC(=O)O. RXN SMILES: [CH2:25]1[O:26][CH2:27][CH2:28][CH2:29]1.[CH3:1][O:2][C:3]([CH2:4][CH2:5][CH2:6][CH2:7][CH2:8][CH2:9][C:10]([NH:11][O:12][CH:13]([CH3:14])[O:15][CH2:16][CH:17]([CH3:18])[CH3:19])=[O:20])=[O:21].[Li+:23].[OH-:24].[OH2:22]>>[O:2]=[C:3]([CH2:4][CH2:5][CH2:6][CH2:7][CH2:8][CH2:9][C:10]([NH:11][O:12][CH:13]([CH3:14])[O:15][CH2:16][CH:17]([CH3:18])[CH3:19])=[O:20])[OH:21]. The reactants are CC1(C)CC(=C(c2ccc(O)cc2)c2ccc(Br)cc2)CC(C)(C)C1, N#Cc1ccc(B(O)O)cc1F, O=C([O-])[O-], CC1(C)CC(=C(c2ccc(O)cc2)c2ccc(-c3ccc(S(C)(=O)=O)cc3)cc2)CC(C)(C)C1, [Na+], [Na+], O, Cl[Pd]Cl, c1ccc(P(c2ccccc2)c2ccccc2)cc1, c1ccc(P(c2ccccc2)c2ccccc2)cc1. The product is CC1(C)CC(=C(c2ccc(O)cc2)c2ccc(-c3ccc(C#N)c(F)c3)cc2)CC(C)(C)C1. Reaction SMILES: [Br:35][c:36]1[cH:37][cH:38][c:39]([C:42]([c:43]2[cH:44][cH:45][c:46]([OH:49])[cH:47][cH:48]2)=[C:50]2[CH2:51][C:52]([CH3:58])([CH3:59])[CH2:53][C:54]([CH3:56])([CH3:57])[CH2:55]2)[cH:40][cH:41]1.[C:60](#[N:61])[c:62]1[c:63]([F:71])[cH:64][c:65]([B:68]([OH:69])[OH:70])[cH:66][cH:67]1.[C:72](=[O:73])([O-:74])[O-:75].[CH3:1][S:2]([c:3]1[cH:4][cH:5][c:6](-[c:7]2[cH:8][cH:9][c:10]([C:11](=[C:12]3[CH2:13][C:14]([CH3:15])([CH3:16])[CH2:17][C:18]([CH3:19])([CH3:20])[CH2:21]3)[c:22]3[cH:23][cH:24][c:25]([OH:26])[cH:27][cH:28]3)[cH:29][cH:30]2)[cH:31][cH:32]1)(=[O:33])=[O:34].[Na+:76].[Na+:77].[OH2:119].[Pd:78]([Cl:79])[Cl:80].[c:100]1([P:101]([c:102]2[cH:103][cH:104][cH:105][cH:106][cH:107]2)[c:108]2[cH:109][cH:110][cH:111][cH:112][cH:113]2)[cH:114][cH:115][cH:116][cH:117][cH:118]1.[c:81]1([P:82]([c:83]2[cH:84][cH:85][cH:86][cH:87][cH:88]2)[c:89]2[cH:90][cH:91][cH:92][cH:93][cH:94]2)[cH:95][cH:96][cH:97][cH:98][cH:99]1>>[c:36]1(-[c:65]2[cH:64][c:63]([F:71])[c:62]([C:60]#[N:61])[cH:67][cH:66]2)[cH:37][cH:38][c:39]([C:42]([c:43]2[cH:44][cH:45][c:46]([OH:49])[cH:47][cH:48]2)=[C:50]2[CH2:51][C:52]([CH3:58])([CH3:59])[CH2:53][C:54]([CH3:56])([CH3:57])[CH2:55]2)[cH:40][cH:41]1. Reactants: C(C)C1(OC2=C(C1)C=CC=C2)C(=O)C2=CC=C(OCC(=O)OC)C=C2 (methyl 4-(2ethyl-benzofuroyl)phenoxyacetate), C(C)C=1OC2=C(C1C(=O)C1=CC=C(OCC(=O)N)C=C1)C=CC=C2 (4-(2-ethyl-3-benzofuroyl)phenoxyacetamide). Yields the product C(C)C=1OC2=C(C1C(=O)C1=CC=C(OCC(=O)OC)C=C1)C=CC=C2 (Methyl 4-(2-ethyl-3-benzofuroyl)phenoxyacetate). RXN SMILES: C([C:3]1(C(C2C=CC(OCC(OC)=O)=CC=2)=O)CC2C=CC=CC=2[O:4]1)C.[CH2:26]([C:28]1[O:29][C:30]2[CH:49]=[CH:48][CH:47]=[CH:46][C:31]=2[C:32]=1[C:33]([C:35]1[CH:45]=[CH:44][C:38]([O:39][CH2:40][C:41](N)=[O:42])=[CH:37][CH:36]=1)=[O:34])[CH3:27]>>[CH2:26]([C:28]1[O:29][C:30]2[CH:49]=[CH:48][CH:47]=[CH:46][C:31]=2[C:32]=1[C:33]([C:35]1[CH:45]=[CH:44][C:38]([O:39][CH2:40][C:41]([O:4][CH3:3])=[O:42])=[CH:37][CH:36]=1)=[O:34])[CH3:27]. Procedure details: Compound 11 was the intermediate of Example 7.